From a dataset of the Open Reaction Database (ORD), a public repository of structured organic reaction records. describe an organic reaction: reactants, conditions, products, and yield Reactants: ClC1=CC=C(N=N1)O[C@H]1CN2CCC1CC2 ((3R)-3-[(6-Chloropyridazin-3-yl)oxy]quinuclidine), C(F)(F)(F)C(=O)O (CF3CO2H), S1C=CC2=C1C=CC(=C2)B2OC(C(O2)(C)C)(C)C (1-benzothiophen-5-yl-4,4,5,5-tetramethyl-1,3,2-dioxaborolane), N (NH3). The product is FC(C(=O)O)(F)F.S1C2=C(C=C1)C=C(C=C2)C2=CC=C(N=N2)O[C@H]2CN1CCC2CC1 ((3R)-3-(6-Benzo[b]thiophen-5-yl-pyridazin-3-yloxy)-1-aza-bicyclo[2.2.2]octane trifluoroacetate). As a reaction SMILES: Cl[C:2]1[N:7]=[N:6][C:5]([O:8][C@@H:9]2[CH:14]3[CH2:15][CH2:16][N:11]([CH2:12][CH2:13]3)[CH2:10]2)=[CH:4][CH:3]=1.[S:17]1[C:21]2[CH:22]=[CH:23][C:24](B3OC(C)(C)C(C)(C)O3)=[CH:25][C:20]=2[CH:19]=[CH:18]1.N.[C:36]([C:40]([OH:42])=[O:41])([F:39])([F:38])[F:37]>>[F:37][C:36]([F:39])([F:38])[C:40]([OH:42])=[O:41].[S:17]1[CH:18]=[CH:19][C:20]2[CH:25]=[C:24]([C:2]3[N:7]=[N:6][C:5]([O:8][C@@H:9]4[CH:14]5[CH2:15][CH2:16][N:11]([CH2:12][CH2:13]5)[CH2:10]4)=[CH:4][CH:3]=3)[CH:23]=[CH:22][C:21]1=2 |f:4.5|. Reported procedure: The product of Example 9A (120 mg, 0.5 mmol) was coupled with 2-(1-benzothiophen-5-yl-4,4,5,5-tetramethyl-1,3,2-dioxaborolane (Maybridge, 260 mg, 1.0 mmol) according to the procedure of Example 26B. The title product was purified by preparative HPLC (column: Xterra™ RP-18, 5 μm, 30×100 mm. eluting solvent, MeCN/H2O (with 0.1% v. TFA), (v. 90/10 to 10/90 over 20 min.) flow rate, 40 mL/min., uv, 254 nm) to provide a solid (157.3 mg, yield, 70%). 1H NMR (300 MHz, CD3OD) δ 1.92-2.25 (m, 3H) 2.35-2.4... Starting materials: CCOC(=O)CN(CC#N)c1ccc(Cl)c(Cl)c1, C1CCOC1, CC#N, Cl, [Li+], C1COCCO1, [OH-], O, O, O=C(O)C(F)(F)F. Yields the product N#CCN(CC(=O)O)c1ccc(Cl)c(Cl)c1. RXN SMILES: [C:1](#[N:2])[CH2:3][N:4]([CH2:5][C:6](=[O:7])[O:8][CH2:9][CH3:10])[c:11]1[cH:12][c:13]([Cl:18])[c:14]([Cl:17])[cH:15][cH:16]1.[CH2:35]1[O:36][CH2:37][CH2:38][CH2:39]1.[CH3:41][C:42]#[N:43].[ClH:28].[Li+:20].[O:29]1[CH2:30][CH2:31][O:32][CH2:33][CH2:34]1.[OH-:19].[OH2:40].[OH2:44].[OH:21][C:22]([C:23]([F:24])([F:25])[F:26])=[O:27]>>[C:1](#[N:2])[CH2:3][N:4]([CH2:5][C:6](=[O:7])[OH:8])[c:11]1[cH:12][c:13]([Cl:18])[c:14]([Cl:17])[cH:15][cH:16]1. The reactants are CN(C)CCCOc1ccc(-c2cnc(Nc3ccccc3)s2)cc1, CO, CC(C)N(CCCl)C(C)C, ClCCl, Cl, Oc1ccc(Nc2ncc(-c3ccsc3)s2)cc1. The product is CC(C)N(CCOc1ccc(Nc2ncc(-c3ccsc3)s2)cc1)C(C)C. As a reaction SMILES: [CH3:1][N:2]([CH3:3])[CH2:4][CH2:5][CH2:6][O:7][c:8]1[cH:9][cH:10][c:11](-[c:12]2[s:13][c:14]([NH:15][c:16]3[cH:17][cH:18][cH:19][cH:20][cH:21]3)[n:22][cH:23]2)[cH:24][cH:25]1.[CH3:58][OH:59].[Cl:45][CH2:46][CH2:47][N:48]([CH:49]([CH3:50])[CH3:51])[CH:52]([CH3:53])[CH3:54].[Cl:55][CH2:56][Cl:57].[ClH:44].[s:26]1[cH:27][c:28](-[c:31]2[cH:32][n:33][c:34]([NH:36][c:37]3[cH:38][cH:39][c:40]([OH:43])[cH:41][cH:42]3)[s:35]2)[cH:29][cH:30]1>>[s:26]1[cH:27][c:28](-[c:31]2[cH:32][n:33][c:34]([NH:36][c:37]3[cH:38][cH:39][c:40]([O:43][CH2:46][CH2:47][N:48]([CH:49]([CH3:50])[CH3:51])[CH:52]([CH3:53])[CH3:54])[cH:41][cH:42]3)[s:35]2)[cH:29][cH:30]1. Starting materials: Cl.BrC1=CC=NC=C1 (4-bromopyridine hydrochloride), C(#C)C1=C2/C(/C(NC2=CC=C1)=O)=C/C=1NC=CC1OC ((Z)-1,3-dihydro-4-ethynyl-3-[(3-methoxy-1H-pyrrol-2-yl)methylene]-2H-indol-2-one), C(#C)C1=C2/C(/C(NC2=CC=C1)=O)=C/C=1NC=CC1OC ((Z)-1,3-dihydro-4-ethynyl-3-[(3-methoxy-1H-pyrrol-2-yl)methylene]-2H-indol-2-one). The reagents and catalysts are [Cu]I (CuI). Run in CN(C)C=O (DMF), CCN(CC)CC (Et3N). Yields the product COC1=C(NC=C1)\C=C\1/C(NC2=CC=CC(=C12)C#CC1=CC=NC=C1)=O ((Z)-1,3-dihydro-3-[(3-methoxy-1H-pyrrol-2-yl)methylene]-4-[(4-pyridinyl)ethynyl]-2H-indol-2-one). As a reaction SMILES: Cl.Br[C:3]1[CH:8]=[CH:7][N:6]=[CH:5][CH:4]=1.[C:9]([C:11]1[CH:19]=[CH:18][CH:17]=[C:16]2[C:12]=1/[C:13](=[CH:21]/[C:22]1[NH:23][CH:24]=[CH:25][C:26]=1[O:27][CH3:28])/[C:14](=[O:20])[NH:15]2)#[CH:10]>[Cu]I.CN(C=O)C.CCN(CC)CC>[CH3:28][O:27][C:26]1[CH:25]=[CH:24][NH:23][C:22]=1/[CH:21]=[C:13]1\[C:14](=[O:20])[NH:15][C:16]2[C:12]\1=[C:11]([C:9]#[C:10][C:3]1[CH:8]=[CH:7][N:6]=[CH:5][CH:4]=1)[CH:19]=[CH:18][CH:17]=2 |f:0.1|. Reported procedure: Using Method J above, 4-bromopyridine hydrochloride (110 mg, 0.57 mmol) (Aldrich) was coupled with (Z)-1,3-dihydro-4-ethynyl-3-[(3-methoxy-1H-pyrrol-2-yl)methylene]-2H-indol-2-one (Starting Material 5) (100 mg, 0.38 mmol) using DPPFPdCl2 (15.4 mg) (Aldrich) and CuI (4 mg) (Aldrich) as catalyst in DMF (5 mL) and Et3N (5 mL) as solvent and heating at reflux for 1 day, yielding (Z)-1,3-dihydro-3-[(3-methoxy-1H-pyrrol-2-yl)methylene]-4-[(4-pyridinyl)ethynyl]-2H-indol-2-one. (Yield 70 mg, 54%). The reactants are C1(CCCCC1)N=C=NC1CCCCC1 (dicyclohexylcarbodiimide), OC(C)(C)C=1N=C(NC1C(=O)O)CCC (4-(1-hydroxy-1-methylethyl)-2-propylimidazole-5-carboxylic acid), OC(C)(C)C=1N=C(NC1C(=O)O)CCC (4-(1-hydroxy-1-methylethyl)-2-propylimidazole-5-carboxylic acid). Run in CC(=O)C (acetone). Run at time 48 hour. Yields the product CC1(OCC=2N=C(NC21)CCC)C (4,4-dimethyl-2-propyl-4,6-dihydrofuro[3,4-d]imidazole). The yield is 138.6%. RXN SMILES: C1(N=C=NC2CCCCC2)CCCCC1.O[C:17]([C:20]1[N:21]=[C:22]([CH2:28][CH2:29][CH3:30])[NH:23][C:24]=1[C:25](O)=[O:26])([CH3:19])[CH3:18]>CC(C)=O>[CH3:18][C:17]1([CH3:19])[C:20]2[NH:21][C:22]([CH2:28][CH2:29][CH3:30])=[N:23][C:24]=2[CH2:25][O:26]1. Reported procedure: 33.0 grams of dicyclohexylcarbodiimide (DCC) was added into a suspension of 30.0 grams of 4-(1-hydroxy-1-methylethyl)-2-propyl-imidazole-5-carboxylic acid (formula III) in 300 ml of acetone. The reaction was performed at ambient temperature for 48 hours. The mixture was suction filtered and washed. The filtrate was concentrated and acetone was recovered. 120 ml of ethyl acetate and 120 ml of water were added into the residual liquid, and pH was adjusted to 2-3 with concentrated hydrochloric acid... Starting materials: CN1N(C(N(C1=S)C1=CC=C(C=C1)Cl)=O)CCBr (1-methyl-2-(2-bromoethyl)-4-(4-chlorophenyl)-1,2,4-triazolidin-3-one-5-thione), N12CCCN=C2CCC1 (1,5-diaza-bicyclo[4.3.0] non-5-ene). Run in C(Cl)(Cl)Cl (chloroform). Run at time 8 hour. Product: CN1N(C(N(C1=S)C1=CC=C(C=C1)Cl)=O)C=C (1-methyl-2-vinyl-4-(4-chlorophenyl)-1,2,4-triazolidin-3-one-5-thione). Reaction SMILES: [CH3:1][N:2]1[C:6](=[S:7])[N:5]([C:8]2[CH:13]=[CH:12][C:11]([Cl:14])=[CH:10][CH:9]=2)[C:4](=[O:15])[N:3]1[CH2:16][CH2:17]Br.N12CCCC1=NCCC2>C(Cl)(Cl)Cl>[CH3:1][N:2]1[C:6](=[S:7])[N:5]([C:8]2[CH:9]=[CH:10][C:11]([Cl:14])=[CH:12][CH:13]=2)[C:4](=[O:15])[N:3]1[CH:16]=[CH2:17]. Procedure details: A mixture of 5.9 g of 1-methyl-2-(2-bromoethyl)-4-(4-chlorophenyl)-1,2,4-triazolidin-3-one-5-thione (prepared as in Example 3) and 2.1 g 1,5-diaza-bicyclo[4.3.0] non-5-ene in 100 ml chloroform was heated to reflux for 3 hours and stirred overnight at room temperature. The mixture was washed with water, dried (MgSO4), stripped and chromatographed by high-pressure liquid chromatography. Yield: 2.6 g. Reactants: ClC=1C=CC=2NS(C=3C2C1C=CC3)(=O)=O (5-chloronaphtho[1,8-cd]isothiazole 1,1-dioxide), [H-].[Na+] (sodium hydride), ClCCCN1CCC(=CC1)C1=CC=CC=C1 (1-(3-chloropropyl)-4-phenyl 1,2,3,6-tetrahydropyridine). Solvent: CN(C=O)C (dimethylformamide). Run at temperature 70 celsius. Yields the product ClC=1C=CC=2N(S(C=3C2C1C=CC3)(=O)=O)CCCN3CCC(=CC3)C3=CC=CC=C3 (5-Chloro-2-[3-(4-phenyl-1,2,3,6-tetrahydro-1-pyridyl)propyl]naphtho[1,8-cd]isothiazole 1,1-dioxide). Yield: 45.5%. As a reaction SMILES: [Cl:1][C:2]1[CH:3]=[CH:4][C:5]2[NH:6][S:7](=[O:15])(=[O:14])[C:8]3[C:9]=2[C:10]=1[CH:11]=[CH:12][CH:13]=3.[H-].[Na+].Cl[CH2:19][CH2:20][CH2:21][N:22]1[CH2:27][CH:26]=[C:25]([C:28]2[CH:33]=[CH:32][CH:31]=[CH:30][CH:29]=2)[CH2:24][CH2:23]1>CN(C)C=O>[Cl:1][C:2]1[CH:3]=[CH:4][C:5]2[N:6]([CH2:19][CH2:20][CH2:21][N:22]3[CH2:23][CH:24]=[C:25]([C:28]4[CH:33]=[CH:32][CH:31]=[CH:30][CH:29]=4)[CH2:26][CH2:27]3)[S:7](=[O:15])(=[O:14])[C:8]3[C:9]=2[C:10]=1[CH:11]=[CH:12][CH:13]=3 |f:1.2|. Procedure details: The experiment is carried out as in Example 18, starting with 5-chloronaphtho[1,8-cd]isothiazole 1,1-dioxide (1.2 g), sodium hydride (0.15 in an 80% dispersion in vaseline oil, 1-(3-chloropropyl)-4-phenyl 1,2,3,6-tetrahydropyridine (1.4 g), obtained as in Example 18, and dimethylformamide (30 cc). The reaction mixture is heated for one hour at 70° C., cooled to a temperature of about 20° C. then concentrated to dryness at 20° C. under reduced pressure (0.5 mm Hg; 0.07 kPa). The residue is rediss... Starting materials: NCC1CC(CCC1)CN (1,3-bis(aminomethyl)cyclohexane), NC=1C=NC=CC1N (3,4-diaminopyridine), NC1=NC(=CC=C1)N (2,6-diaminopyridine), NC=1C=CC=2NC3=CC=C(C=C3C2C1)N (3,6-diaminocarbazole), NC=1C=CC2=CC3=CC=C(C=C3N=C2C1)N (3,6-diaminoacridine), ( 35 ), ( 69 ), NC1=NC=CC(=N1)N (2,4-diaminopyrimidine). The product is C(C1CCC(CC1)N)C1CCC(CC1)N (4,4′-methylenebis(cyclohexylamine)). Reaction SMILES: NCC1CCCC(CN)C1.NC1C=CC=C(N)N=1.NC1C=NC=CC=1N.NC1N=C(N)C=CN=1.[NH2:35][C:36]1[CH:37]=[CH:38][C:39]2[C:48]([CH:49]=1)=N[C:46]1[C:41](=[CH:42][CH:43]=[C:44]([NH2:50])[CH:45]=1)[CH:40]=2.NC1C=CC2NC3C(C=2C=1)=CC(N)=CC=3>>[CH2:40]([CH:39]1[CH2:38][CH2:37][CH:36]([NH2:35])[CH2:49][CH2:48]1)[CH:41]1[CH2:42][CH2:43][CH:44]([NH2:50])[CH2:45][CH2:46]1. Procedure details: 1,3-bis(aminomethyl)cyclohexane; compounds represented by the formulae (35) to (69); 2,6-diaminopyridine; 3,4-diaminopyridine; 2,4-diaminopyrimidine; 3,6-diaminoacridine; 3,6-diaminocarbazole; Reactants: C([O-])([O-])=O.[K+].[K+] (Potassium carbonate), CB1OB(OB(O1)C)C (trimethyl boroxin), ClC1=CC=C2C(=N1)N(C=C2)C(=O)OC (methyl 6-chloro-1H-pyrrolo[2,3-b]pyridin-1-carboxylate). Reagents/catalysts: Cl[Pd]Cl.C1(=CC=CC=C1)P(C1=CC=CC=C1)[C-]1C=CC=C1.[C-]1(C=CC=C1)P(C1=CC=CC=C1)C1=CC=CC=C1.[Fe+2] (bis(diphenylphosphino)ferrocene dichloropalladium(II)). The solvent is O1CCOCC1 (1,4-dioxane). Conditions: temperature 110 celsius, time 4 hour. The product is CC1=CC=C2C(=N1)N(C=C2)C(=O)OC (methyl 6-methyl-1H-pyrrolo[2,3-b]pyridin-1-carboxylate). Isolated yield 75.0%. RXN SMILES: [C:1](=O)([O-])[O-].[K+].[K+].CB1OB(C)OB(C)O1.Cl[C:17]1[N:22]=[C:21]2[N:23]([C:26]([O:28][CH3:29])=[O:27])[CH:24]=[CH:25][C:20]2=[CH:19][CH:18]=1>O1CCOCC1.Cl[Pd]Cl.C1(P([C-]2C=CC=C2)C2C=CC=CC=2)C=CC=CC=1.[C-]1(P(C2C=CC=CC=2)C2C=CC=CC=2)C=CC=C1.[Fe+2]>[CH3:1][C:17]1[N:22]=[C:21]2[N:23]([C:26]([O:28][CH3:29])=[O:27])[CH:24]=[CH:25][C:20]2=[CH:19][CH:18]=1 |f:0.1.2,6.7.8.9|. Procedure: Potassium carbonate (5.03 g), trimethyl boroxin (3.18 ml) and bis(diphenylphosphino)ferrocene dichloropalladium(II) (666 mg) were added to a solution of methyl 6-chloro-1H-pyrrolo[2,3-b]pyridin-1-carboxylate (1.92 g) in 1,4-dioxane (140 ml) and the mixture was stirred at 110° C. for 4 hours under argon atmosphere. The reaction mixture was cooled to room temperature, insoluble materials were filtered and the filtrate was concentrated in vacuo. The residue was diluted with ethyl acetate, washed wi...